This data is from the Open Reaction Database (ORD), a public repository of structured organic reaction records. The task is: describe an organic reaction: reactants, conditions, products, and yield As a reaction SMILES: [CH3:23][OH:24].[Cl:25][CH2:26][Cl:27].[ClH:22].[I:5][c:6]1[c:7]([CH3:13])[cH:8][c:9]([NH2:10])[cH:11][cH:12]1.[N:1]([O-:2])=[O:3].[Na+:20].[Na+:4].[OH-:19].[OH2:14].[OH2:15].[OH2:21].[Sn:16]([Cl:17])[Cl:18]>>[NH2:1][NH:10][c:9]1[cH:8][c:7]([CH3:13])[c:6]([I:5])[cH:12][cH:11]1. The product is Cc1cc(NN)ccc1I. Reactants: CO, ClCCl, Cl, Cc1cc(N)ccc1I, O=N[O-], [Na+], [Na+], [OH-], O, O, O, Cl[Sn]Cl. Reactants: C(=O)(OCC)C(C(CCC)=O)=CCC (5-carboethoxy-5-octen-4-one), BrN1C(CCC1=O)=O (N-bromosuccinimide). Run in C(Cl)(Cl)(Cl)Cl (carbon tetrachloride). The product is CC1=CC(=C(O1)CCC)C(=O)OCC (ethyl 5-methyl-2-propyl- 3-furoate). Isolated yield 85.4%. RXN SMILES: [C:1]([C:6](=[CH:12][CH2:13][CH3:14])[C:7](=[O:11])[CH2:8][CH2:9][CH3:10])([O:3][CH2:4][CH3:5])=[O:2].BrN1C(=O)CCC1=O>C(Cl)(Cl)(Cl)Cl>[CH3:14][C:13]1[O:11][C:7]([CH2:8][CH2:9][CH3:10])=[C:6]([C:1]([O:3][CH2:4][CH3:5])=[O:2])[CH:12]=1. Procedure details: A mixture of 3.97 g (0.02 mole) 5-carboethoxy-5-octen-4-one and 3.56 g (0.02 mole) N-bromosuccinimide in 50 ml of carbon tetrachloride was heated at reflux for 12 hours. After cooling, the succinimide was removed by filtration and the solution concentrated by rotary evaporation. Distillation of the crude product gave 3.35 g (85%) of ethyl 5-methyl-2-propyl- 3-furoate, bp 104°-107° C. (9.5 mm).